Dataset: the Open Reaction Database (ORD), a public repository of structured organic reaction records. Task: describe an organic reaction: reactants, conditions, products, and yield Reactants: CC(=O)Nc1nc(CCc2ccc(CNC(=O)NNC(=O)OC(C)(C)C)c(F)c2)cs1, ClCCl, Cl, C1COCCO1. The product is CC(=O)Nc1nc(CCc2ccc(CNC(=O)NN)c(F)c2)cs1, Cl. RXN SMILES: [C:1]([CH3:2])(=[O:3])[NH:4][c:5]1[s:6][cH:7][c:8]([CH2:10][CH2:11][c:12]2[cH:13][c:14]([F:31])[c:15]([CH2:16][NH:17][C:18](=[O:19])[NH:20][NH:21][C:22]([O:23][C:24]([CH3:25])([CH3:26])[CH3:27])=[O:28])[cH:29][cH:30]2)[n:9]1.[Cl:39][CH2:40][Cl:41].[ClH:38].[O:32]1[CH2:33][CH2:34][O:35][CH2:36][CH2:37]1>>[C:1]([CH3:2])(=[O:3])[NH:4][c:5]1[s:6][cH:7][c:8]([CH2:10][CH2:11][c:12]2[cH:13][c:14]([F:31])[c:15]([CH2:16][NH:17][C:18](=[O:19])[NH:20][NH2:21])[cH:29][cH:30]2)[n:9]1.[ClH:38]. Starting materials: N1(CCC1)C[C@@H](N)C1=CC(=C(C=C1)Cl)Cl ((S)-2-(Azetidin-1-yl)-1-(3,4-dichlorophenyl)ethanamine), OC=1C2=C(N=NN1)C(=CC=C2)C(=O)N (4-hydroxybenzo[d][1,2,3]triazine-8-carboxamide). The product is N1(CCC1)C[C@H](C1=CC(=C(C=C1)Cl)Cl)NC=1C2=C(N=NN1)C(=CC=C2)C(=O)N ((S)-4-((2-(azetidin-1-yl)-1-(3,4-dichlorophenyl)ethyl)amino)benzo[d][1,2,3]triazine-8-carboxamide). Reaction SMILES: [N:1]1([CH2:5][C@H:6]([C:8]2[CH:13]=[CH:12][C:11]([Cl:14])=[C:10]([Cl:15])[CH:9]=2)[NH2:7])[CH2:4][CH2:3][CH2:2]1.O[C:17]1[C:18]2[CH:26]=[CH:25][CH:24]=[C:23]([C:27]([NH2:29])=[O:28])[C:19]=2[N:20]=[N:21][N:22]=1>>[N:1]1([CH2:5][C@@H:6]([NH:7][C:17]2[C:18]3[CH:26]=[CH:25][CH:24]=[C:23]([C:27]([NH2:29])=[O:28])[C:19]=3[N:20]=[N:21][N:22]=2)[C:8]2[CH:13]=[CH:12][C:11]([Cl:14])=[C:10]([Cl:15])[CH:9]=2)[CH2:4][CH2:3][CH2:2]1. Reported procedure: Compound 16 was prepared following general synthetic scheme 7 wherein (S)-2-(Azetidin-1-yl)-1-(3,4-dichlorophenyl)ethanamine was reacted with 4-hydroxybenzo[d][1,2,3]triazine-8-carboxamide to give the title compound. LC-MS [417 (M+1)]. Reactants: N1=CC(=CC=C1)C=CC(=O)O (3-(3-pyridyl)-acrylic acid), C(C(=O)Cl)(=O)Cl (oxalyl chloride), ClC1=C(C=CC=C1)C(N1CCC(CC1)CCCCN)C1=C(C=CC=C1)Cl (4-{1-[bis-(2-chlorophenyl)-methyl]-piperidine-4-yl}-butylamine). The product is ClC1=C(C=CC=C1)C(N1CCC(CC1)CCCCNC(C=CC=1C=NC=CC1)=O)C1=C(C=CC=C1)Cl (N-(4-{1-[bis-(2-Chlorphenyl)-methyl]-piperidin-4-yl}-butyl)-3-(pyridin-3-yl)-acrylamid). Reaction SMILES: [N:1]1[CH:6]=[CH:5][CH:4]=[C:3]([CH:7]=[CH:8][C:9]([OH:11])=O)[CH:2]=1.C(Cl)(=O)C(Cl)=O.[Cl:18][C:19]1[CH:24]=[CH:23][CH:22]=[CH:21][C:20]=1[CH:25]([C:37]1[CH:42]=[CH:41][CH:40]=[CH:39][C:38]=1[Cl:43])[N:26]1[CH2:31][CH2:30][CH:29]([CH2:32][CH2:33][CH2:34][CH2:35][NH2:36])[CH2:28][CH2:27]1>>[Cl:43][C:38]1[CH:39]=[CH:40][CH:41]=[CH:42][C:37]=1[CH:25]([C:20]1[CH:21]=[CH:22][CH:23]=[CH:24][C:19]=1[Cl:18])[N:26]1[CH2:31][CH2:30][CH:29]([CH2:32][CH2:33][CH2:34][CH2:35][NH:36][C:9](=[O:11])[CH:8]=[CH:7][C:3]2[CH:2]=[N:1][CH:6]=[CH:5][CH:4]=2)[CH2:28][CH2:27]1. Procedure details: Batch size: 1.6 g (10.7 mmol) 3-(3-pyridyl)-acrylic acid, 1.9 g (15.0 mmol) oxalyl chloride and 3.9 g (10.0 mmol) 4-{1-[bis-(2-chlorophenyl)-methyl]-piperidine-4-yl}-butylamine. In the purification, chromatographic purification is done twice over silica gel with CHCl3/CH3OH (97/3 and 97/3 to 95/5) and crystallization is from 25 ml acetic acid after drawing off the solvent. Colorless crystals with a MP of 129-131° C. were recovered; yield: 0.6g (11%). Starting materials: C(C)(C)(C)OC(N[C@@H](CC=1SC=CC1)C(N(C)OC)=O)=O ((S)-[1-(Methoxy-methyl-carbamoyl)-2-thiophen-2-yl-ethyl]-carbamic acid tert-butyl ester), Cl.O1CCOCC1 (HCl dioxane). Conditions: temperature 25 celsius, time 2 hour. The product is Cl.N[C@H](C(=O)N(C)OC)CC=1SC=CC1 ((S)-2-Amino-N-methoxy-N-methyl-3-thiophen-2-yl-propionamide hydrochloride). Reaction SMILES: C(OC(=O)[NH:7][C@H:8]([C:15](=[O:20])[N:16]([O:18][CH3:19])[CH3:17])[CH2:9][C:10]1[S:11][CH:12]=[CH:13][CH:14]=1)(C)(C)C.[ClH:22].O1CCOCC1>>[ClH:22].[NH2:7][C@@H:8]([CH2:9][C:10]1[S:11][CH:12]=[CH:13][CH:14]=1)[C:15]([N:16]([O:18][CH3:19])[CH3:17])=[O:20] |f:1.2,3.4|. Reported procedure: (S)-[1-(Methoxy-methyl-carbamoyl)-2-thiophen-2-yl-ethyl]-carbamic acid tert-butyl ester (1.3 mmol) was dissolved in 4 M HCl-dioxane (1 mL) at 0° C. and the resulting solution stirred at 25° C. for 2 hours. The mixture was concentrated and the residue triturated with ether giving a yellow solid (321 mg, 96%; HPLC (60/40) 2.24 minutes (98%); MS 215 (MH+, 100%). Yields the product CN1CCN(c2ccc(NC=C3C(=O)NC(=O)c4ccc(-c5ccc(C#N)cc5)cc43)cc2)CC1. As a reaction SMILES: [Br:1][c:2]1[cH:3][c:4]2[c:9]([cH:10][cH:11]1)[C:8](=[O:12])[NH:7][C:6](=[O:13])[C:5]2=[CH:14][NH:15][c:16]1[cH:17][cH:18][c:19]([N:22]2[CH2:23][CH2:24][N:25]([CH3:28])[CH2:26][CH2:27]2)[cH:20][cH:21]1.[C:29](#[N:30])[c:31]1[cH:32][cH:33][c:34]([B:37]([OH:38])[OH:39])[cH:35][cH:36]1.[C:40](=[O:41])([O-:42])[O-:43].[CH3:46][N:47]([CH3:48])[CH:49]=[O:50].[Cs+:44].[Cs+:45]>>[c:2]1(-[c:34]2[cH:33][cH:32][c:31]([C:29]#[N:30])[cH:36][cH:35]2)[cH:3][c:4]2[c:9]([cH:10][cH:11]1)[C:8](=[O:12])[NH:7][C:6](=[O:13])[C:5]2=[CH:14][NH:15][c:16]1[cH:17][cH:18][c:19]([N:22]2[CH2:23][CH2:24][N:25]([CH3:28])[CH2:26][CH2:27]2)[cH:20][cH:21]1. The reactants are CN1CCN(c2ccc(NC=C3C(=O)NC(=O)c4ccc(Br)cc43)cc2)CC1, N#Cc1ccc(B(O)O)cc1, O=C([O-])[O-], CN(C)C=O, [Cs+], [Cs+].